describe an organic reaction: reactants, conditions, products, and yield From a dataset of the Open Reaction Database (ORD), a public repository of structured organic reaction records. Reactants: FC=1C=NC=CC1C=1OC2=C(N1)C=C(C=C2)C(F)(F)F (2-(3-fluoropyridin-4-yl)-5-(trifluoromethyl)benzoxazole), C([O-])([O-])=O.[K+].[K+] (potassium carbonate), C(C#C)O (2-propyne-1-ol). The solvent is O (water). Reaction conditions: temperature 100 celsius. The product is O1C=NC2=C1C=CC=C2 (benzoxazole). As a reaction SMILES: FC1C=NC=CC=1[C:8]1[O:9][C:10]2[CH:16]=[CH:15][C:14](C(F)(F)F)=[CH:13][C:11]=2[N:12]=1.C(=O)([O-])[O-].[K+].[K+].C(O)C#C>O>[O:9]1[C:10]2[CH:16]=[CH:15][CH:14]=[CH:13][C:11]=2[N:12]=[CH:8]1 |f:1.2.3|. Procedure: A mixture of 0.28 g of 2-(3-fluoropyridin-4-yl)-5-(trifluoromethyl)benzoxazole, 0.27 g of potassium carbonate and 3 ml of 2-propyne-1-ol was stirred while heating at 100° C. for two hours. The reaction mixture was cooled to room temperature, and then water was added to the reaction mixture, followed by extraction with ethyl acetate twice. The combined organic layers were washed with a saturated sodium chloride solution, dried over anhydrous magnesium sulfate, and concentrated under reduced press... Starting materials: N1C=NC=C1 (imidazole), Ice water, ClC1=C(N)C=CC=C1 (2-chloroaniline), [N+](=O)([O-])[O-].[Na+] (sodium nitrate), C([O-])([O-])=O.[Na+].[Na+] (sodium carbonate). Solvent: Cl (hydrochloric acid). Conditions: time 3 hour. Yields the product ClC1=C(C=CC=C1)N=NC=1NC=CN1 (2-((2-chlorophenyl)azo)-1H-imidazole). Reaction SMILES: [Cl:1][C:2]1[CH:8]=[CH:7][CH:6]=[CH:5][C:3]=1[NH2:4].[N+:9]([O-])([O-])=O.[Na+].[NH:14]1[CH:18]=[CH:17][N:16]=[CH:15]1.C(=O)([O-])[O-].[Na+].[Na+]>Cl>[Cl:1][C:2]1[CH:8]=[CH:7][CH:6]=[CH:5][C:3]=1[N:4]=[N:9][C:15]1[NH:14][CH:18]=[CH:17][N:16]=1 |f:1.2,4.5.6|. Procedure: Ice water (750 cc) and concentrated hydrochloric acid (250 cc) were stirred and cooled in an ice bath. Upon the addition of 2-chloroaniline (128.0 grams, 1.0 mole) to the cooled reaction mass, a white solid precipitated out. The resulting mixture was stirred at about 0°C as sodium nitrate (69.0 grams, 1.0 mole) was added in portions over a period of about 15 minutes. After the addition was complete the reaction mass was stirred for an additional 15 minutes after which 68.0 grams (1.0 mole) of im...